From a dataset of the Open Reaction Database (ORD), a public repository of structured organic reaction records. describe an organic reaction: reactants, conditions, products, and yield Reactants: C#CC(=O)OCC, [Cu]I, Nc1ncnc2c1c(I)cn2C1OC(CO)C(O)C1O, CN(C)C=O, c1ccc(P(c2ccccc2)(c2ccccc2)[Pd](P(c2ccccc2)(c2ccccc2)c2ccccc2)(P(c2ccccc2)(c2ccccc2)c2ccccc2)P(c2ccccc2)(c2ccccc2)c2ccccc2)cc1. The product is CCOC(=O)C#Cc1cn(C2OC(CO)C(O)C2O)c2ncnc(N)c12. RXN SMILES: [CH3:21][CH2:22][O:23][C:24](=[O:25])[C:26]#[CH:27].[Cu:33][I:34].[NH2:1][c:2]1[c:3]2[c:4]([n:5][cH:6][n:7]1)[n:8]([CH:12]1[CH:13]([OH:14])[CH:15]([OH:16])[CH:17]([CH2:19][OH:20])[O:18]1)[cH:9][c:10]2[I:11].[O:28]=[CH:29][N:30]([CH3:31])[CH3:32].[cH:35]1[cH:36][cH:37][c:38]([P:39]([Pd:40]([P:41]([c:42]2[cH:43][cH:44][cH:45][cH:46][cH:47]2)([c:48]2[cH:49][cH:50][cH:51][cH:52][cH:53]2)[c:54]2[cH:55][cH:56][cH:57][cH:58][cH:59]2)([P:60]([c:61]2[cH:62][cH:63][cH:64][cH:65][cH:66]2)([c:67]2[cH:68][cH:69][cH:70][cH:71][cH:72]2)[c:73]2[cH:74][cH:75][cH:76][cH:77][cH:78]2)[P:79]([c:80]2[cH:81][cH:82][cH:83][cH:84][cH:85]2)([c:86]2[cH:87][cH:88][cH:89][cH:90][cH:91]2)[c:92]2[cH:93][cH:94][cH:95][cH:96][cH:97]2)([c:98]2[cH:99][cH:100][cH:101][cH:102][cH:103]2)[c:104]2[cH:105][cH:106][cH:107][cH:108][cH:109]2)[cH:110][cH:111]1>>[NH2:1][c:2]1[c:3]2[c:4]([n:5][cH:6][n:7]1)[n:8]([CH:12]1[CH:13]([OH:14])[CH:15]([OH:16])[CH:17]([CH2:19][OH:20])[O:18]1)[cH:9][c:10]2[C:27]#[C:26][C:24]([O:23][CH2:22][CH3:21])=[O:25]. Starting materials: FC1=C2C=CN(C2=CC=C1)[C@H]1[C@H](OC(C)=O)[C@@H](OC(C)=O)[C@H](OC(C)=O)[C@H](O1)COC(C)=O (4-Fluoro-1-(2,3,4,6-tetra-O-acetyl-β-D-glucopyranosyl)indole), CSC1=CC=C(C(=O)Cl)C=C1 (4-(methylthio)benzoyl chloride). Yields the product FC1=C2C(=CN(C2=CC=C1)[C@H]1[C@H](O)[C@@H](O)[C@H](O)[C@H](O1)CO)CC1=CC=C(C=C1)SC (4-Fluoro-3-(4-(methylthio)phenylmethyl)-1-(β-D-gluco-pyranosyl)indole). As a reaction SMILES: [F:1][C:2]1[CH:10]=[CH:9][CH:8]=[C:7]2[C:3]=1[CH:4]=[CH:5][N:6]2[C@@H:11]1[O:28][C@H:27]([CH2:29][O:30]C(=O)C)[C@@H:22]([O:23]C(=O)C)[C@H:17]([O:18]C(=O)C)[C@H:12]1[O:13]C(=O)C.[CH3:34][S:35][C:36]1[CH:44]=[CH:43][C:39]([C:40](Cl)=O)=[CH:38][CH:37]=1>>[F:1][C:2]1[CH:10]=[CH:9][CH:8]=[C:7]2[C:3]=1[C:4]([CH2:40][C:39]1[CH:43]=[CH:44][C:36]([S:35][CH3:34])=[CH:37][CH:38]=1)=[CH:5][N:6]2[C@@H:11]1[O:28][C@H:27]([CH2:29][OH:30])[C@@H:22]([OH:23])[C@H:17]([OH:18])[C@H:12]1[OH:13]. Procedure details: 4-Fluoro-1-(2,3,4,6-tetra-O-acetyl-β-D-glucopyranosyl)indole obtained in Example 2-(3) and 4-(methylthio)benzoyl chloride were treated in a manner similar to Example 3 to give the titled compound as a colorless powder. APCI-Mass m/Z 451 (M+NH4) 1H-NMR (DMSO-d6) δ 2.42 (s, 3H), 3.23-3.31 (m, 1H), 3.37-3.48 (m, 3H), 3.62-3.70 (m, 2H), 4.04 (s, 2H), 4.54 (t, J=5.7 Hz, 1H), 5.10 (d, J=5.3 Hz, 1H), 5.17 (d, J=5.0 Hz, 1H), 5.21 (d, J=5.7 Hz, 1H), 5.37 (d, J=9.2 Hz, 1H), 6.74 (dd, J=11.3, 8.0 Hz, 1H), ... Reactants: CCCCCCN(Cc1ccc(COc2ccc(CCC(=O)OC)cc2)cc1)c1nc(-c2ccccc2)cs1, CO, Cl, [Na+], C1CCOC1, [OH-], O. Product: CCCCCCN(Cc1ccc(COc2ccc(CCC(=O)O)cc2)cc1)c1nc(-c2ccccc2)cs1. Reaction SMILES: [CH2:1]([CH2:2][CH2:3][CH2:4][CH2:5][CH3:6])[N:7]([c:8]1[s:9][cH:10][c:11](-[c:13]2[cH:14][cH:15][cH:16][cH:17][cH:18]2)[n:12]1)[CH2:19][c:20]1[cH:21][cH:22][c:23]([CH2:24][O:25][c:26]2[cH:27][cH:28][c:29]([CH2:32][CH2:33][C:34](=[O:35])[O:36][CH3:37])[cH:30][cH:31]2)[cH:38][cH:39]1.[CH3:42][OH:43].[ClH:41].[Na+:50].[O:44]1[CH2:45][CH2:46][CH2:47][CH2:48]1.[OH-:49].[OH2:40]>>[CH2:1]([CH2:2][CH2:3][CH2:4][CH2:5][CH3:6])[N:7]([c:8]1[s:9][cH:10][c:11](-[c:13]2[cH:14][cH:15][cH:16][cH:17][cH:18]2)[n:12]1)[CH2:19][c:20]1[cH:21][cH:22][c:23]([CH2:24][O:25][c:26]2[cH:27][cH:28][c:29]([CH2:32][CH2:33][C:34](=[O:35])[OH:36])[cH:30][cH:31]2)[cH:38][cH:39]1. The reactants are C1(CC1)C(=O)C=1C(=NN2C1C=CC=C2)C2CC2 (Cyclopropyl(2-cyclopropylpyrazolo[1,5-a]pyridin-3-yl)methanone), C(CO)O (ethylene glycol), TsOH monohydrate. Solvent: C1=CC=CC=C1 (benzene). Yields the product C1(CC1)C1=NN2C(C=CC=C2)=C1 (2-cyclopropylpyrazolo[1,5-a]pyridine), oil. The yield is 87.1%. Reaction SMILES: C1(C([C:6]2[C:7]([CH:15]3[CH2:17][CH2:16]3)=[N:8][N:9]3[CH:14]=[CH:13][CH:12]=[CH:11][C:10]=23)=O)CC1.C(O)CO>C1C=CC=CC=1>[CH:15]1([C:7]2[CH:6]=[C:10]3[CH:11]=[CH:12][CH:13]=[CH:14][N:9]3[N:8]=2)[CH2:17][CH2:16]1. Reported procedure: Cyclopropyl(2-cyclopropylpyrazolo[1,5-a]pyridin-3-yl)methanone (1.0 g, 4.42 mmol) was heated in benzene (80 ml) to reflux in a Dean-Stark apparatus, in the presence of TsOH monohydrate (0.8 g, 4.21 mmol, 0.95 eq.), for 10 minutes. Freshly distilled ethylene glycol (2.0 g, 32.24 mmol, 7.3 eq.) was added and the biphasic solution maintained at reflux for a further 12 hours. The reaction was cooled to rt and extracted with a saturated NaHCO3 solution (25 ml×3). The organic phase was dried over Na2S...